From a dataset of the Open Reaction Database (ORD), a public repository of structured organic reaction records. describe an organic reaction: reactants, conditions, products, and yield Reactants: CSC (dimethyl sulphide), ClC1=CC=C(C=O)C=C1 (p-chlorobenzaldehyde), C1(=CC=CC=C1)C=[N+]=[N-] (phenyldiazomethane). Reagents/catalysts: C(C)(=O)[O-].[Rh+2].C(C)(=O)[O-] (rhodium (II) acetate). The solvent is ClCCl (dichloromethane). The product is ClC1=CC=C(C=C1)C1OC1C1=CC=CC=C1 (2-(4-Chlorophenyl)-3-phenyloxirane). Isolated yield 46.0%. As a reaction SMILES: CSC.[Cl:4][C:5]1[CH:12]=[CH:11][C:8]([CH:9]=[O:10])=[CH:7][CH:6]=1.[C:13]1([CH:19]=[N+]=[N-])[CH:18]=[CH:17][CH:16]=[CH:15][CH:14]=1>ClCCl.C([O-])(=O)C.[Rh+2].C([O-])(=O)C>[Cl:4][C:5]1[CH:12]=[CH:11][C:8]([CH:9]2[CH:19]([C:13]3[CH:18]=[CH:17][CH:16]=[CH:15][CH:14]=3)[O:10]2)=[CH:7][CH:6]=1 |f:4.5.6|. Procedure: To a stirred solution of dimethyl sulphide (0.1 mmol), rhodium (II) acetate (0.01 mmol) and p-chlorobenzaldehyde (1 mmol) in dichloromethane (4 ml) was added a solution of phenyldiazomethane (1 mmol in 6 ml of tert-butylmethyl ether) at room temperature over a period of 24 hours. After addition was completed the solvent was removed in vacuo and the residue was chromatographed over silica to provide the title oxirane in 46% yield. Reactants: CC(C)(CCCBr)S(=O)(=O)c1ccccc1, O=C([O-])[O-], CC#N, [K+], [K+], OC1CCCNC1. Product: CC(C)(CCCN1CCCC(O)C1)S(=O)(=O)c1ccccc1. As a reaction SMILES: [Br:1][CH2:2][CH2:3][CH2:4][C:5]([CH3:6])([S:7](=[O:8])(=[O:9])[c:10]1[cH:11][cH:12][cH:13][cH:14][cH:15]1)[CH3:16].[C:24](=[O:25])([O-:26])[O-:27].[CH3:30][C:31]#[N:32].[K+:28].[K+:29].[OH:17][CH:18]1[CH2:19][NH:20][CH2:21][CH2:22][CH2:23]1>>[CH2:2]([CH2:3][CH2:4][C:5]([CH3:6])([S:7](=[O:8])(=[O:9])[c:10]1[cH:11][cH:12][cH:13][cH:14][cH:15]1)[CH3:16])[N:20]1[CH2:19][CH:18]([OH:17])[CH2:23][CH2:22][CH2:21]1. Reactants: COC1=C(CNC2=NC=NS2)C=CC(=C1)OC ((2,4-dimethoxybenzyl)-[1,2,4]thiadiazol-5-yl-amine), ClC=1C=C(C=CC1F)S(=O)(=O)Cl (3-chloro-4-fluorobenzenesulfonyl chloride). The product is ClC=1C=C(C=CC1F)S(=O)(=O)N(C1=NC=NS1)CC1=C(C=C(C=C1)OC)OC (3-chloro-N-(2,4-dimethoxybenzyl)-4-fluoro-N-1,2,4-thiadiazol-5-ylbenzenesulfonamide). Reaction SMILES: [CH3:1][O:2][C:3]1[CH:15]=[C:14]([O:16][CH3:17])[CH:13]=[CH:12][C:4]=1[CH2:5][NH:6][C:7]1[S:11][N:10]=[CH:9][N:8]=1.[Cl:18][C:19]1[CH:20]=[C:21]([S:26](Cl)(=[O:28])=[O:27])[CH:22]=[CH:23][C:24]=1[F:25]>>[Cl:18][C:19]1[CH:20]=[C:21]([S:26]([N:6]([CH2:5][C:4]2[CH:12]=[CH:13][C:14]([O:16][CH3:17])=[CH:15][C:3]=2[O:2][CH3:1])[C:7]2[S:11][N:10]=[CH:9][N:8]=2)(=[O:27])=[O:28])[CH:22]=[CH:23][C:24]=1[F:25]. Procedure details: Prepared according to Preparation 207 using (2,4-dimethoxybenzyl)-[1,2,4]thiadiazol-5-yl-amine (Preparation 14) and 3-chloro-4-fluorobenzenesulfonyl chloride.